This data is from the Open Reaction Database (ORD), a public repository of structured organic reaction records. The task is: describe an organic reaction: reactants, conditions, products, and yield Reactants: C(#N)C=1C=C(C(=O)O)C=C(C1)F (3-cyano-5-fluorobenzoic acid), N1(C=NC=C1)C(=O)N1C=NC=C1 (di(1H-imidazol-1-yl)methanone), O1CCCC1 (tetrahydrofuran), [BH4-].[Na+] (NaBH4). Solvent: O (water). Conditions: temperature 20 celsius, time 1 hour. Yields the product FC=1C=C(C#N)C=C(C1)COC=1C=C2N(C(N1)=O)CCN2C (3-fluoro-5-(((1-methyl-5-oxo-1,2,3,5-tetrahydroimidazo[1,2-c]pyrimidin-7-yl)oxy)methyl)benzonitrile). As a reaction SMILES: [C:1]([C:3]1[CH:4]=[C:5]([CH:9]=[C:10]([F:12])[CH:11]=1)[C:6]([OH:8])=O)#[N:2].[N:13]1([C:18]([N:20]2[CH:24]=[CH:23][N:22]=[CH:21]2)=[O:19])[CH:17]=[CH:16]N=C1.[BH4-].[Na+].O1CCC[CH2:28]1>O>[F:12][C:10]1[CH:11]=[C:3]([CH:4]=[C:5]([CH2:6][O:8][C:17]2[CH:16]=[C:21]3[N:22]([CH3:28])[CH2:23][CH2:24][N:20]3[C:18](=[O:19])[N:13]=2)[CH:9]=1)[C:1]#[N:2] |f:2.3|. Procedure: To a solution of 3-cyano-5-fluorobenzoic acid (1.00 g, 6.06 mmol) in tetrahydrofuran (THF) (20 mL) was added di(1H-imidazol-1-yl)methanone (1.08 g, 6.66 mmol). The reaction mixture was stirred at 20° C. for 1 h. Then a suspension of NaBH4 (0.687 g, 18.2 mmol) in water (5 mL) was added dropwise. The reaction mixture was stirred at 20° C. for 20 h, quenched with saturated aqueous NH4Cl and extracted with ethyl acetate (20 mL×3). Combined organic portions were washed with saturated aqueous NaHCO3 (...